From a dataset of the Open Reaction Database (ORD), a public repository of structured organic reaction records. describe an organic reaction: reactants, conditions, products, and yield The reactants are CC(=O)OC(C)=O, CCC1CC(NCc2cc(C(F)(F)F)cc(C(F)(F)F)c2)c2ccc(C)nc2N1C(=O)OC(C)C, ClCCl, c1ccncc1. Yields the product CCC1CC(N(Cc2cc(C(F)(F)F)cc(C(F)(F)F)c2)C(C)=O)c2ccc(C)nc2N1C(=O)OC(C)C. Reaction SMILES: [CH3:1][C:2](=[O:3])[O:4][C:5](=[O:6])[CH3:7].[CH:8]([CH3:9])([CH3:10])[O:11][C:12](=[O:13])[N:14]1[CH:15]([CH2:41][CH3:42])[CH2:16][CH:17]([NH:25][CH2:26][c:27]2[cH:28][c:29]([C:37]([F:38])([F:39])[F:40])[cH:30][c:31]([C:33]([F:34])([F:35])[F:36])[cH:32]2)[c:18]2[cH:19][cH:20][c:21]([CH3:24])[n:22][c:23]21.[Cl:49][CH2:50][Cl:51].[cH:43]1[cH:44][cH:45][n:46][cH:47][cH:48]1>>[CH3:1][C:2](=[O:3])[N:25]([CH:17]1[CH2:16][CH:15]([CH2:41][CH3:42])[N:14]([C:12]([O:11][CH:8]([CH3:9])[CH3:10])=[O:13])[c:23]2[c:18]1[cH:19][cH:20][c:21]([CH3:24])[n:22]2)[CH2:26][c:27]1[cH:28][c:29]([C:37]([F:38])([F:39])[F:40])[cH:30][c:31]([C:33]([F:34])([F:35])[F:36])[cH:32]1. Starting materials: CCCP(=O)(O)O, Cc1cccc2[nH]cc(C(=O)O)c(=O)c12, CC1CCCO1, CCOC(C)=O, Cc1cc(N2C3CCC2CC3)ncc1N, c1ccncc1. Product: Cc1cc(N2C3CCC2CC3)ncc1NC(=O)c1c[nH]c2cccc(C)c2c1=O. As a reaction SMILES: [CH2:31]([P:32](=[O:33])([OH:34])[OH:35])[CH2:36][CH3:37].[CH3:1][c:2]1[c:3]2[c:4](=[O:15])[c:5]([C:12](=[O:13])[OH:14])[cH:6][nH:7][c:8]2[cH:9][cH:10][cH:11]1.[CH3:44][CH:45]1[CH2:46][CH2:47][CH2:48][O:49]1.[CH3:50][CH2:51][O:52][C:53](=[O:54])[CH3:55].[CH:16]12[CH2:17][CH2:18][CH:19]([CH2:20][CH2:21]1)[N:22]2[c:23]1[cH:24][c:25]([CH3:30])[c:26]([NH2:29])[cH:27][n:28]1.[cH:38]1[cH:39][cH:40][n:41][cH:42][cH:43]1>>[CH3:1][c:2]1[c:3]2[c:4](=[O:15])[c:5]([C:12](=[O:14])[NH:29][c:26]3[c:25]([CH3:30])[cH:24][c:23]([N:22]4[CH:16]5[CH2:17][CH2:18][CH:19]4[CH2:20][CH2:21]5)[n:28][cH:27]3)[cH:6][nH:7][c:8]2[cH:9][cH:10][cH:11]1. Starting materials: CC(C)[O-], CCOC(=O)C1C(=S)NCC1C, CC(C)[O-], CC(C)[O-], CC(C)[O-], CC(C)O, [Ti+4]. Yields the product CC(C)OC(=O)C1C(=S)NCC1C. As a reaction SMILES: [CH3:17][CH:18]([CH3:19])[O-:20].[CH3:1][CH:2]1[CH:3]([C:8](=[O:9])[O:10][CH2:11][CH3:12])[C:4](=[S:7])[NH:5][CH2:6]1.[CH3:21][CH:22]([CH3:23])[O-:24].[CH3:25][CH:26]([CH3:27])[O-:28].[CH3:29][CH:30]([CH3:31])[O-:32].[CH:13]([OH:14])([CH3:15])[CH3:16].[Ti+4:33]>>[CH3:1][CH:2]1[CH:3]([C:8](=[O:9])[O:10][CH:11]([CH3:12])[CH3:13])[C:4](=[S:7])[NH:5][CH2:6]1.